This data is from the Open Reaction Database (ORD), a public repository of structured organic reaction records. The task is: describe an organic reaction: reactants, conditions, products, and yield Starting materials: P(=O)([O-])([O-])[O-].[Zr+4].P(=O)([O-])([O-])[O-].P(=O)([O-])([O-])[O-].P(=O)([O-])([O-])[O-].[Zr+4].[Zr+4] (Zirconium phosphate), [O-]P([O-])(=O)OP(=O)([O-])[O-].[Na+].[Na+].[Na+].[Na+] (sodium pyrophosphate). Yields the product [O-]P([O-])(=O)OP(=O)([O-])[O-].[Zr+4] (Zirconium pyrophosphate). As a reaction SMILES: P([O-])([O-])([O-])=O.[Zr+4:6].P([O-])([O-])([O-])=O.P([O-])([O-])([O-])=O.P([O-])([O-])([O-])=O.[Zr+4].[Zr+4].[O-:24][P:25]([O:28][P:29]([O-:32])([O-:31])=[O:30])(=[O:27])[O-:26].[Na+].[Na+].[Na+].[Na+]>>[O-:26][P:25]([O:28][P:29]([O-:32])([O-:31])=[O:30])(=[O:24])[O-:27].[Zr+4:6] |f:0.1.2.3.4.5.6,7.8.9.10.11,12.13|. Procedure: By conducting the same manner as in the above (1) except using 448 g of sodium pyrophosphate (Na4P2O7.10H2O) in place of 250 g of 98% phosphoric acid, particles of the desired compound are prepared. Reactants: CCOC(C)=O, O=C(CCl)c1cccs1, Fc1cccc(C(OC(=S)NC2CN3CCC2CC3)c2cccc(F)c2)c1. The product is [Cl-], O=C(C[N+]12CCC(CC1)C(NC(=S)OC(c1cccc(F)c1)c1cccc(F)c1)C2)c1cccs1. RXN SMILES: [CH3:37][CH2:38][O:39][C:40](=[O:41])[CH3:42].[Cl:28][CH2:29][C:30](=[O:31])[c:32]1[s:33][cH:34][cH:35][cH:36]1.[N:1]12[CH2:2][CH:3]([NH:9][C:10]([O:11][CH:12]([c:13]3[cH:14][c:15]([F:19])[cH:16][cH:17][cH:18]3)[c:20]3[cH:21][c:22]([F:26])[cH:23][cH:24][cH:25]3)=[S:27])[CH:4]([CH2:5][CH2:6]1)[CH2:7][CH2:8]2>>[Cl-:28].[N+:1]12([CH2:29][C:30](=[O:31])[c:32]3[s:33][cH:34][cH:35][cH:36]3)[CH2:2][CH:3]([NH:9][C:10]([O:11][CH:12]([c:13]3[cH:14][c:15]([F:19])[cH:16][cH:17][cH:18]3)[c:20]3[cH:21][c:22]([F:26])[cH:23][cH:24][cH:25]3)=[S:27])[CH:4]([CH2:5][CH2:6]1)[CH2:7][CH2:8]2. Reactants: CC(C)(C)OC(=O)OC(=O)[O-], CC(C)(C)O, O=C([O-])[O-], CCOC(C)=O, [K+], [K+], O=C1CNCCN1, O. Product: CC(C)(C)OC(=O)N1CCNC(=O)C1. RXN SMILES: [C:14](=[O:15])([O:16][C:17]([CH3:18])([CH3:19])[CH3:20])[O:21][C:22]([O-:23])=[O:24].[C:32]([OH:33])([CH3:34])([CH3:35])[CH3:36].[C:8](=[O:9])([O-:10])[O-:11].[CH3:25][CH2:26][O:27][C:28](=[O:29])[CH3:30].[K+:12].[K+:13].[NH:1]1[C:2](=[O:7])[CH2:3][NH:4][CH2:5][CH2:6]1.[OH2:31]>>[NH:1]1[C:2](=[O:7])[CH2:3][N:4]([C:14](=[O:15])[O:16][C:17]([CH3:18])([CH3:19])[CH3:20])[CH2:5][CH2:6]1. Reactants: C[C@@H]1N(CCC1)[C@@H]1CN(CC1)C=1C=C2CCNCC2=CC1 (6-((2S,3′S)-2-methyl-[1,3′]bipyrrolidinyl-1′-yl)-1,2,3,4-tetrahydro-isoquinoline), BrC=1C=C2CCN(CC2=CC1)S(=O)(=O)C1=CC=C(C=C1)C (6-bromo-2-(toluene-4-sulfonyl)-1,2,3,4-tetrahydro-isoquinoline). Product: C[C@@H]1N(CCC1)[C@@H]1CN(CC1)C=1C=C2CCN(CC2=CC1)C=1C=C2CCN(CC2=CC1)S(=O)(=O)C1=CC=C(C=C1)C (6-((2S,3′S)-2-Methyl-[1,3′]bipyrrolidinyl-1′-yl)-2′-(toluene-4-sulfonyl)-3,4,1′,2′,3′,4′-hexahydro-1H-[2,6′]biisoquinolinyl). RXN SMILES: [CH3:1][C@H:2]1[CH2:6][CH2:5][CH2:4][N:3]1[C@H:7]1[CH2:11][CH2:10][N:9]([C:12]2[CH:13]=[C:14]3[C:19](=[CH:20][CH:21]=2)[CH2:18][NH:17][CH2:16][CH2:15]3)[CH2:8]1.Br[C:23]1[CH:24]=[C:25]2[C:30](=[CH:31][CH:32]=1)[CH2:29][N:28]([S:33]([C:36]1[CH:41]=[CH:40][C:39]([CH3:42])=[CH:38][CH:37]=1)(=[O:35])=[O:34])[CH2:27][CH2:26]2>>[CH3:1][C@H:2]1[CH2:6][CH2:5][CH2:4][N:3]1[C@H:7]1[CH2:11][CH2:10][N:9]([C:12]2[CH:13]=[C:14]3[C:19](=[CH:20][CH:21]=2)[CH2:18][N:17]([C:23]2[CH:24]=[C:25]4[C:30](=[CH:31][CH:32]=2)[CH2:29][N:28]([S:33]([C:36]2[CH:37]=[CH:38][C:39]([CH3:42])=[CH:40][CH:41]=2)(=[O:34])=[O:35])[CH2:27][CH2:26]4)[CH2:16][CH2:15]3)[CH2:8]1. Procedure details: The title compound was synthesized in substantially the same way as Example 1 by condensation of 6-((2S,3′S)-2-methyl-[1,3′]bipyrrolidinyl-1′-yl)-1,2,3,4-tetrahydro-isoquinoline with 6-bromo-2-(toluene-4-sulfonyl)-1,2,3,4-tetrahydro-isoquinoline.